This data is from the Open Reaction Database (ORD), a public repository of structured organic reaction records. The task is: describe an organic reaction: reactants, conditions, products, and yield Reactants: C[N+]1(CCOCC1)[O-] (4-methylmorpholine-N-oxide), OCC1=C(N=C(S1)C1=CC=NC=C1)OC (5-(Hydroxymethyl)-4-methoxy-2-(4-pyridyl)-thiazole), 4A. Reagents/catalysts: [Ru](=O)(=O)(=O)[O-].C(CC)[N+](CCC)(CCC)CCC (tetrapropylammonium perruthenate). Run in C(Cl)Cl (methylene chloride). Yields the product COC=1N=C(SC1C=O)C1=CC=NC=C1 (4-Methoxy-2-(4-pyridyl)-thiazole-5-carboxaldehyde). Isolated yield 36.2%. RXN SMILES: [OH:1][CH2:2][C:3]1[S:7][C:6]([C:8]2[CH:13]=[CH:12][N:11]=[CH:10][CH:9]=2)=[N:5][C:4]=1[O:14][CH3:15].C[N+]1([O-])CCOCC1>C(Cl)Cl.[Ru]([O-])(=O)(=O)=O.C([N+](CCC)(CCC)CCC)CC>[CH3:15][O:14][C:4]1[N:5]=[C:6]([C:8]2[CH:13]=[CH:12][N:11]=[CH:10][CH:9]=2)[S:7][C:3]=1[CH:2]=[O:1] |f:3.4|. Procedure: 5-(Hydroxymethyl)-4-methoxy-2-(4-pyridyl)-thiazole (182 mg, 0.777 mmol) was dissolved in methylene chloride (4 mL) and treated with 4-methylmorpholine-N-oxide (135 mg, 1.15 mmol), powdered 4A molecular sieves (385 mg), and tetrapropylammonium perruthenate (TPAP) (14 mg, 0.040 mmol) overnight at room temperature. The mixture was applied to a column of silica gel and eluted with 25% acetone in hexane to afford 62 mg of title compound.